Dataset: the Open Reaction Database (ORD), a public repository of structured organic reaction records. Task: describe an organic reaction: reactants, conditions, products, and yield Reactants: FC1=C(C=CC(=C1)B1OC(C(O1)(C)C)(C)C)C=1C=NC(=NC1)N (5-(2-fluoro-4-(4,4,5,5-tetramethyl-1,3,2-dioxaborolan-2-yl)phenyl)pyrimidin-2-amine), BrC1=C(C=CC=C1)S(=O)(=O)N[C@H]1[C@@H](CCCC1)O (2-bromo-N-((trans)-2-hydroxycyclohexyl)benzene-sulfonamide). As a reaction SMILES: [F:1][C:2]1[CH:7]=[C:6](B2OC(C)(C)C(C)(C)O2)[CH:5]=[CH:4][C:3]=1[C:17]1[CH:18]=[N:19][C:20]([NH2:23])=[N:21][CH:22]=1.Br[C:25]1[CH:30]=[CH:29][CH:28]=[CH:27][C:26]=1[S:31]([NH:34][C@@H:35]1[CH2:40][CH2:39][CH2:38][CH2:37][C@H:36]1[OH:41])(=[O:33])=[O:32]>>[NH2:23][C:20]1[N:21]=[CH:22][C:17]([C:3]2[CH:4]=[CH:5][C:6]([C:25]3[C:26]([S:31]([NH:34][C@@H:35]4[CH2:40][CH2:39][CH2:38][CH2:37][C@H:36]4[OH:41])(=[O:32])=[O:33])=[CH:27][CH:28]=[CH:29][CH:30]=3)=[CH:7][C:2]=2[F:1])=[CH:18][N:19]=1. Procedure: The title compound was prepared using methods analogous to those described in Example 376 using 5-(2-fluoro-4-(4,4,5,5-tetramethyl-1,3,2-dioxaborolan-2-yl)phenyl)pyrimidin-2-amine and 2-bromo-N-((trans)-2-hydroxycyclohexyl)benzene-sulfonamide. MS (ESI): mass calcd. for C22H23FN4O3S, 442.15; m/z found, 443.1 [M+H]+. 1H NMR (500 MHz, CDCl3) δ 8.51 (d, J=1.3, 2H), 8.17 (dd, J=8.0, 1.4, 1H), 7.64-7.59 (m, 1H), 7.57-7.51 (m, 1H), 7.44-7.31 (m, 4H), 5.30 (s, 2H), 4.83 (d, J=7.7, 1H), 3.78 (s, 1H), 3.2... The product is NC1=NC=C(C=N1)C1=C(C=C(C=C1)C=1C(=CC=CC1)S(=O)(=O)N[C@H]1[C@@H](CCCC1)O)F (racemic 4′-(2-Aminopyrimidin-5-yl)-3′-fluoro-N-[(trans)-2-hydroxycyclohexyl]biphenyl-2-sulfonamide). Starting materials: III, C(C1=CC=CC=C1)(=O)N (benzamide), ClC=1N=C(C2=C(N1)N(C=C2)S(=O)(=O)C2=CC=C(C=C2)C)NC2=C(C(=O)N)C(=CC=C2)F (2-({2-chloro-7-[(4-methylphenyl)sulfonyl]-7H-pyrrolo[2,3-d]pyrimidin-4-yl}amino)-6-fluorobenzamide), [OH-].[NH4+] (ammonium hydroxide), COC1=C(N)C=CC(=C1)C1CCN(CC1)CCC (2-(methyloxy)-4-(1-propyl-4-piperidinyl)aniline). Yields the product FC1=C(C(=O)N)C(=CC=C1)NC1=C2C(NC(=N1)NC1=C(C=C(C=C1)C1CCN(CC1)CCC)OC)=NC=C2 (2-fluoro-6-[(2-{[2-(methyloxy)-4-(1-propyl-4-piperidinyl)phenyl]amino}-1H-pyrrolo[2,3-d]pyrimidin-4-yl)amino]benzamide). Isolated yield 34.8%. RXN SMILES: C(N)(=O)C1C=CC=CC=1.Cl[C:11]1[N:12]=[C:13]([NH:30][C:31]2[CH:39]=[CH:38][CH:37]=[C:36]([F:40])[C:32]=2[C:33]([NH2:35])=[O:34])[C:14]2[CH:19]=[CH:18][N:17](S(C3C=CC(C)=CC=3)(=O)=O)[C:15]=2[N:16]=1.[OH-].[NH4+].[CH3:43][O:44][C:45]1[CH:51]=[C:50]([CH:52]2[CH2:57][CH2:56][N:55]([CH2:58][CH2:59][CH3:60])[CH2:54][CH2:53]2)[CH:49]=[CH:48][C:46]=1[NH2:47]>>[F:40][C:36]1[CH:37]=[CH:38][CH:39]=[C:31]([NH:30][C:13]2[N:12]=[C:11]([NH:47][C:46]3[CH:48]=[CH:49][C:50]([CH:52]4[CH2:53][CH2:54][N:55]([CH2:58][CH2:59][CH3:60])[CH2:56][CH2:57]4)=[CH:51][C:45]=3[O:44][CH3:43])[NH:16][C:15]3=[N:17][CH:18]=[CH:19][C:14]=23)[C:32]=1[C:33]([NH2:35])=[O:34] |f:2.3|. Reported procedure: According to General Protocol III, 2-fluoro-6-[(2-{[2-methyloxy)-4-(1-propyl-4-piperidinyl)phenyl]amino}-1H-pyrrolo[2,3-d]pyrimidin-4-yl)amino]benzamide was prepared from 2-({2-chloro-7-[(4-methylphenyl)sulfonyl]-7H-pyrrolo[2,3-d]pyrimidin-4-yl}amino)-6-fluorobenzamide (0.30 g, 0.65 mmol), 27% aqueous ammonium hydroxide, and 2-(methyloxy)-4-(1-propyl-4-piperidinyl)aniline (0.18 g, 0.72 mmol) and isolated as a yellow solid (0.117 g); 1H NMR (400 MHz, DMSO-d6) δ ppm 0.85 (t, J=7.5 Hz, 3H), 1.45 (d... Reactants: FC1=CC=C(C=C1)C#C (4-fluorophenylacetylene), IC1=CC=C(CS)C=C1 (4-iodobenzyl mercaptan), [Na] (sodium). Product: FC1=CC=C(\C=C/C(C2=CC=C(C=C2)I)SC(C2=CC=C(C=C2)I)\C=C/C2=CC=C(C=C2)F)C=C1 (Z-4-fluorostyryl 4-iodobenzylsulfide). RXN SMILES: [F:1][C:2]1[CH:7]=[CH:6][C:5]([C:8]#[CH:9])=[CH:4][CH:3]=1.[I:10][C:11]1[CH:18]=[CH:17][C:14]([CH2:15][SH:16])=[CH:13][CH:12]=1.[Na]>>[F:1][C:2]1[CH:7]=[CH:6][C:5](/[CH:8]=[CH:9]\[CH:15]([S:16][CH:15](/[CH:9]=[CH:8]\[C:5]2[CH:6]=[CH:7][C:2]([F:1])=[CH:3][CH:4]=2)[C:14]2[CH:17]=[CH:18][C:11]([I:10])=[CH:12][CH:13]=2)[C:14]2[CH:17]=[CH:18][C:11]([I:10])=[CH:12][CH:13]=2)=[CH:4][CH:3]=1 |^1:18|. Procedure: A solution of 4-fluorophenylacetylene (0.02 mol) and 4-iodobenzyl mercaptan (0.02 mol) and metallic sodium (0.02 g atom) is subjected to the General Procedure to form Z-4-fluorostyryl 4-iodobenzylsulfide. The title compound is obtained following oxidation. Starting materials: CC(=O)O, CC(=O)O, COc1cc(O)c(CC=C(C)C)cc1O, O=C(OO)c1cccc(Cl)c1, ClCCl. The product is CC(=O)O, CC(=O)O, COc1cc(O)c(CC2OC2(C)C)cc1O. RXN SMILES: [C:1]([CH3:2])(=[O:3])[OH:4].[C:5]([CH3:6])(=[O:7])[OH:8].[CH3:9][O:10][c:11]1[c:12]([OH:13])[cH:14][c:15]([CH2:19][CH:20]=[C:21]([CH3:22])[CH3:23])[c:16]([OH:18])[cH:17]1.[Cl:24][c:25]1[cH:26][cH:27][cH:28][c:29]([C:30]([O:31][OH:33])=[O:32])[cH:34]1.[Cl:35][CH2:36][Cl:37]>>[C:1]([CH3:2])(=[O:3])[OH:4].[C:5]([CH3:6])(=[O:7])[OH:8].[CH3:9][O:10][c:11]1[c:12]([OH:13])[cH:14][c:15]([CH2:19][CH:20]2[C:21]([CH3:22])([CH3:23])[O:32]2)[c:16]([OH:18])[cH:17]1. Reactants: C#CCNCC=O, CCOC(C)=O, O=C=Nc1nnc(C(F)(F)F)s1. The product is C#CCN(CC=O)C(=O)Nc1nnc(C(F)(F)F)s1. As a reaction SMILES: [CH2:13]([C:14]#[CH:15])[NH:16][CH2:17][CH:18]=[O:19].[CH3:20][CH2:21][O:22][C:23](=[O:24])[CH3:25].[F:1][C:2]([c:3]1[n:4][n:5][c:6]([N:8]=[C:9]=[O:10])[s:7]1)([F:11])[F:12]>>[F:1][C:2]([c:3]1[n:4][n:5][c:6]([NH:8][C:9](=[O:10])[N:16]([CH2:13][C:14]#[CH:15])[CH2:17][CH:18]=[O:19])[s:7]1)([F:11])[F:12].